From a dataset of the Open Reaction Database (ORD), a public repository of structured organic reaction records. describe an organic reaction: reactants, conditions, products, and yield Reactants: N=1C=NC=2C=C(OC)C(OC)=CC2C1OC, IC1COC1. The reagents and catalysts are O=S(=O)(O)O, OO, [Fe].O=S(=O)(O)O.O. Run in O, O=S(C)C. Reaction conditions: temperature 60 celsius, time 1.5 hour. Yields the product N=1C(OC)=C2C=C(OC)C(OC)=CC2=NC1C3COC3. Isolated yield 38.0%. Procedure details: H2O2 (30% in H2O; 153 μL, 1.50 mmol) was added dropwise  to  a  stirred  solution  of  4,6,7-trimethoxyquinazoline  1i  (110  mg,  0.5  mmol),  concentrated  H2SO4 (54 μL, 1.0 mmol), 3-iodooxetane (183 mg, 1.0 mmol) and iron(II) sulfate heptahydrate (42 mg, 0.15 mmol) in DMSO (5 mL) at 60 °C. After 1-2 min a further portion of iron(II) sulfate heptahydrate (42 mg, 0.15 mmol) was added and the mixture was stirred at 60 °C for 30 min. Further H2O2 (153 μL, 1.5 mmol) and iron(II) sulfate heptahydra... The reactants are [OH-].[Na+] (NaOH), COC1=C(N)C(=CC=C1)[N+](=O)[O-] (2-methoxy-6-nitroaniline), O (water), S(O)(O)(=O)=O (sulfuric acid). Solvent: C(CCCC)(=O)OC(CCCC)=O (valeric anhydride). Reaction conditions: time 1.5 hour. Yields the product COC1=C(C(=CC=C1)[N+](=O)[O-])NC(CCCC)=O (N-(2-Methoxy-6-nitrophenyl)valeroamide). The yield is 36.0%. RXN SMILES: [CH3:1][O:2][C:3]1[CH:9]=[CH:8][CH:7]=[C:6]([N+:10]([O-:12])=[O:11])[C:4]=1[NH2:5].S(=O)(=O)(O)O.[OH2:18].[OH-].[Na+]>C(OC(=O)CCCC)(=O)CCCC>[CH3:1][O:2][C:3]1[CH:9]=[CH:8][CH:7]=[C:6]([N+:10]([O-:12])=[O:11])[C:4]=1[NH:5][C:6](=[O:18])[CH2:4][CH2:3][CH2:9][CH3:8] |f:3.4|. Procedure: To a mixture of 2-methoxy-6-nitroaniline (5.9 g) in valeric anhydride (14 g) was added a catalytic amount of conc. sulfuric acid, which was stirred for 1.5 hour at 130°-140° C. To the reaction mixture was added water, which was made basic with 6N NaOH. The reaction mixture was extracted with ethyl acetate. The organic layer was washed with water and dried. The solvent was distilled off. The residue was purified by column chromatography on silica gel. Crude crystals thus obtained were recrystalli...